This data is from the Open Reaction Database (ORD), a public repository of structured organic reaction records. The task is: describe an organic reaction: reactants, conditions, products, and yield Starting materials: NC (NH2CH3), [Li]CCCC (n-BuLi), ice, C(C)OC(=O)C=1N=NSC1NC1=CC=CC=C1 (5-phenylamino-[1,2,3]thiadiazole-4-carboxylic acid ethyl ester), [NH4+].[Cl-] (NH4Cl). The solvent is C1CCCCC1 (cyclohexane), C1CCCCC1 (cyclohexane), C1CCCCC1 (cyclohexane), CCOC(=O)C (EtOAc). Run at temperature -30 celsius, time 0.5 hour. The product is CNC(=O)C=1N=NSC1NC1=CC=CC=C1 (5-Phenylamino-[1,2,3]thiadiazole-4-carboxylic Acid Methylamide). Reaction SMILES: [NH2:1][CH3:2].[Li]CCCC.C(O[C:11]([C:13]1[N:14]=[N:15][S:16][C:17]=1[NH:18][C:19]1[CH:24]=[CH:23][CH:22]=[CH:21][CH:20]=1)=[O:12])C.[NH4+].[Cl-]>C1CCCCC1.CCOC(C)=O>[CH3:2][NH:1][C:11]([C:13]1[N:14]=[N:15][S:16][C:17]=1[NH:18][C:19]1[CH:20]=[CH:21][CH:22]=[CH:23][CH:24]=1)=[O:12] |f:3.4|. Reported procedure: To a solution of 2 M NH2CH3 in cyclohexane (2 mL) at −40° C. was added 0.8 mL of 2 M n-BuLi in cyclohexane under argon. A white precipitate was immediately observed. The mixture was stirred at −30° C. for 0.5 hours, and 5-phenylamino-[1,2,3]thiadiazole-4-carboxylic acid ethyl ester (60 mg, 0.24 mmole) in 1 mL of cyclohexane was slowly added. Greenish solution was immediately obtained. The reaction was slowly warmed up to room temperature and TLC showed a total disappearance of the starting mater... Starting materials: CC(=O)OC1OC(C)C(OC(C)=O)C(OC(C)=O)C1OC(C)=O, ClCCl, Cc1cccc(C)c1S, [Na+], O=C([O-])O. Yields the product CC(=O)OC1C(C)OC(Sc2c(C)cccc2C)C(OC(C)=O)C1OC(C)=O. Reaction SMILES: [C:1]([O:2][CH:5]1[CH:6]([O:7][C:8]([CH3:9])=[O:10])[CH:11]([O:12][C:13]([CH3:14])=[O:15])[CH:16]([O:17][C:18]([CH3:19])=[O:20])[CH:21]([CH3:23])[O:22]1)(=[O:3])[CH3:4].[CH2:38]([Cl:39])[Cl:40].[CH3:24][c:25]1[c:26]([SH:32])[c:27]([CH3:31])[cH:28][cH:29][cH:30]1.[Na+:37].[O-:33][C:34]([OH:35])=[O:36]>>[CH:5]1([S:32][c:26]2[c:25]([CH3:24])[cH:30][cH:29][cH:28][c:27]2[CH3:31])[CH:6]([O:7][C:8]([CH3:9])=[O:10])[CH:11]([O:12][C:13]([CH3:14])=[O:15])[CH:16]([O:17][C:18]([CH3:19])=[O:20])[CH:21]([CH3:23])[O:22]1.